Dataset: the Open Reaction Database (ORD), a public repository of structured organic reaction records. Task: describe an organic reaction: reactants, conditions, products, and yield Reactants: ClC=1C=CC(=C(C1)CCCO)OC (3-(5-chloro-2-methoxyphenyl)propan-1-ol), S(=O)(Cl)Cl (thionyl chloride). Product: ClC=1C=CC(=C(C1)CCCCl)OC (3-(5-chloro-2-methoxyphenyl)propyl chloride). RXN SMILES: [Cl:1][C:2]1[CH:3]=[CH:4][C:5]([O:12][CH3:13])=[C:6]([CH2:8][CH2:9][CH2:10]O)[CH:7]=1.S(Cl)([Cl:16])=O>>[Cl:1][C:2]1[CH:3]=[CH:4][C:5]([O:12][CH3:13])=[C:6]([CH2:8][CH2:9][CH2:10][Cl:16])[CH:7]=1. Procedure details: 58.2 g of 3-(5-chloro-2-methoxyphenyl)propan-1-ol and 50 ml of thionyl chloride are stirred at 50° for 8 hours; the excess thionyl chloride is distilled off in vacuo and the residue is distilled under a high vacuum. 50.9 g of 3-(5-chloro-2-methoxyphenyl)propyl chloride of b.p. 87° to 95° under 0.005 mm Hg are obtained.